Dataset: the Open Reaction Database (ORD), a public repository of structured organic reaction records. Task: describe an organic reaction: reactants, conditions, products, and yield Starting materials: COC(=O)C=1C=CC=2N(C1)N=C(N2)C2=C(C=C(C=C2C)O)C (2-(4-hydroxy-2,6-dimethyl-phenyl)-[1,2,4]triazolo[1,5-a]pyridine-6-carboxylic acid methyl ester), CS(=O)(=O)CCCOS(=O)(=O)C1=CC=C(C=C1)C (toluene-4-sulfonic acid 3-methanesulfonyl-propyl ester), C([O-])([O-])=O.[K+].[K+] (potassium carbonate). Solvent: C(C)#N (acetonitrile), O (water). Run at temperature 100 celsius. Yields the product COC(=O)C=1C=CC=2N(C1)N=C(N2)C2=C(C=C(C=C2C)OCCCS(=O)(=O)C)C (2-[4-(3-Methanesulfonyl-propoxy)-2,6-dimethyl-phenyl]-[1,2,4]triazolo[1,5-a]pyridine-6-carboxylic acid methyl ester). The yield is 70.5%. As a reaction SMILES: [CH3:1][O:2][C:3]([C:5]1[CH:6]=[CH:7][C:8]2[N:9]([N:11]=[C:12]([C:14]3[C:19]([CH3:20])=[CH:18][C:17]([OH:21])=[CH:16][C:15]=3[CH3:22])[N:13]=2)[CH:10]=1)=[O:4].[CH3:23][S:24]([CH2:27][CH2:28][CH2:29]OS(C1C=CC(C)=CC=1)(=O)=O)(=[O:26])=[O:25].C(=O)([O-])[O-].[K+].[K+]>C(#N)C.O>[CH3:1][O:2][C:3]([C:5]1[CH:6]=[CH:7][C:8]2[N:9]([N:11]=[C:12]([C:14]3[C:15]([CH3:22])=[CH:16][C:17]([O:21][CH2:29][CH2:28][CH2:27][S:24]([CH3:23])(=[O:26])=[O:25])=[CH:18][C:19]=3[CH3:20])[N:13]=2)[CH:10]=1)=[O:4] |f:2.3.4|. Procedure details: To a solution of 2-(4-hydroxy-2,6-dimethyl-phenyl)-[1,2,4]triazolo[1,5-a]pyridine-6-carboxylic acid methyl ester (0.2 g, 0.673 mmol) in acetonitrile (5 mL) is added toluene-4-sulfonic acid 3-methanesulfonyl-propyl ester (0.196 g, 0.673 mmol) and potassium carbonate (0.278 g, 2.019 mmol) at room temperature and the reaction mixture is heated at 100° C. for 16 hours. The reaction mixture is diluted with water (10 mL) and extracted with EtOAc (2×20 mL). The combined organic extracts are washed with... Starting materials: CC(C)(C)OC(=O)N1CCN(c2nccnc2Cl)CC1, CC(=O)[O-], CC(=O)[O-], CCCO, CC(C)Oc1ccc(B(O)O)cc1, [Na+], [Na+], O=C([O-])[O-], O, [Pd+2], c1ccc(P(c2ccccc2)c2ccccc2)cc1. Product: CC(C)Oc1ccc(-c2nccnc2N2CCN(C(=O)OC(C)(C)C)CC2)cc1. As a reaction SMILES: [C:1]([CH3:2])([CH3:3])([CH3:4])[O:5][C:6](=[O:7])[N:8]1[CH2:9][CH2:10][N:11]([c:14]2[n:15][cH:16][cH:17][n:18][c:19]2[Cl:20])[CH2:12][CH2:13]1.[C:64]([O-:65])(=[O:66])[CH3:67].[C:69]([O-:70])(=[O:71])[CH3:72].[CH2:59]([OH:60])[CH2:61][CH3:62].[CH:21]([CH3:22])([CH3:23])[O:24][c:25]1[cH:26][cH:27][c:28]([B:31]([OH:32])[OH:33])[cH:29][cH:30]1.[Na+:53].[Na+:54].[O-:55][C:56](=[O:57])[O-:58].[OH2:63].[Pd+2:68].[c:34]1([P:35]([c:36]2[cH:37][cH:38][cH:39][cH:40][cH:41]2)[c:42]2[cH:43][cH:44][cH:45][cH:46][cH:47]2)[cH:48][cH:49][cH:50][cH:51][cH:52]1>>[C:1]([CH3:2])([CH3:3])([CH3:4])[O:5][C:6](=[O:7])[N:8]1[CH2:9][CH2:10][N:11]([c:14]2[n:15][cH:16][cH:17][n:18][c:19]2-[c:28]2[cH:27][cH:26][c:25]([O:24][CH:21]([CH3:22])[CH3:23])[cH:30][cH:29]2)[CH2:12][CH2:13]1. Reactants: ClC1=NC=NC(=C1)C (4-Chloro-6-methylpyrimidine), C(C)NC(=O)NC1=CC=C(C=C1)C=1N=C(C2=C(N1)CNCC2)N2CCOCC2 (1-ethyl-3-(4-(4-morpholino-5,6,7,8-tetrahydropyrido[3,4-d]pyrimidin-2-yl)phenyl)urea), CN(C=O)C (N,N-Dimethylformamide), [H-].[Na+] (sodium hydride), [H-].[Na+] (Sodium hydride). Run at temperature 60 celsius, time 10 minute. The product is C(C)NC(=O)NC1=CC=C(C=C1)C=1N=C(C2=C(N1)CN(CC2)C2=NC=NC(=C2)C)N2CCOCC2 (1-ethyl-3-(4-(7-(6-methylpyrimidin-4-yl)-4-morpholino-5,6,7,8-tetrahydropyrido[3,4-d]pyrimidin-2-yl)phenyl)urea). RXN SMILES: [CH2:1]([NH:3][C:4]([NH:6][C:7]1[CH:12]=[CH:11][C:10]([C:13]2[N:14]=[C:15]([N:23]3[CH2:28][CH2:27][O:26][CH2:25][CH2:24]3)[C:16]3[CH2:22][CH2:21][NH:20][CH2:19][C:17]=3[N:18]=2)=[CH:9][CH:8]=1)=[O:5])[CH3:2].CN(C)C=O.[H-].[Na+].Cl[C:37]1[CH:42]=[C:41]([CH3:43])[N:40]=[CH:39][N:38]=1>>[CH2:1]([NH:3][C:4]([NH:6][C:7]1[CH:8]=[CH:9][C:10]([C:13]2[N:14]=[C:15]([N:23]3[CH2:24][CH2:25][O:26][CH2:27][CH2:28]3)[C:16]3[CH2:22][CH2:21][N:20]([C:37]4[CH:42]=[C:41]([CH3:43])[N:40]=[CH:39][N:38]=4)[CH2:19][C:17]=3[N:18]=2)=[CH:11][CH:12]=1)=[O:5])[CH3:2] |f:2.3|. Procedure details: 1-ethyl-3-(4-(4-morpholino-5,6,7,8-tetrahydropyrido[3,4-d]pyrimidin-2-yl)phenyl)urea (0.0499 g, 0.000130 mol) in dry N,N-Dimethylformamide (1.00 mL, 0.0129 mol) was cooled at 0° C. then added sodium hydride, 60% dispension in mineral oil (3:2, Sodium hydride:Mineral Oil, 0.0109 g), warmed to room temperature, stirred for 10 minutes, added 4-Chloro-6-methylpyrimidine (0.0196 g, 0.000152 mol) heated at 60° C. for 3 hours. LC-MS does show some product present but a lot of starting material is still... Reactants: CN(C(=O)OC(C)(C)C)[C@@H]1C[C@@H]([C@H](C1)C1=CC=CC=C1)CN1CCC(CC1)N(CC=C)C(=O)OCC1=CC=C(C=C1)[N+](=O)[O-] (1-(S)-(N-(methyl)-N-(t-butoxycarbonyl)amino)-3-(S)-((4-(N-(4-nitrobenzyloxycarbonyl)-N-(allyl)amino)piperidin-1-yl)methyl)-4-(S)-phenylcyclopentane), CN(C(=O)Cl)C (dimethylcarbamoyl chloride). Product: CN(C(=O)N(C)C)[C@@H]1C[C@@H]([C@H](C1)C1=CC=CC=C1)CN1CCC(CC1)N(CC=C)C(=O)OCC1=CC=C(C=C1)[N+](=O)[O-] (1-(S)-(N-(Methyl)-N-(dimethylaminocarbonyl)amino)-3-(S)-((4-(N-(4-nitrobenzyloxycarbonyl)-N-(allyl)amino)piperidin-1-yl)methyl)-4-(S)-phenylcyclopentane). As a reaction SMILES: [CH3:1][N:2]([C@H:10]1[CH2:14][C@H:13]([C:15]2[CH:20]=[CH:19][CH:18]=[CH:17][CH:16]=2)[C@@H:12]([CH2:21][N:22]2[CH2:27][CH2:26][CH:25]([N:28]([C:32]([O:34][CH2:35][C:36]3[CH:41]=[CH:40][C:39]([N+:42]([O-:44])=[O:43])=[CH:38][CH:37]=3)=[O:33])[CH2:29][CH:30]=[CH2:31])[CH2:24][CH2:23]2)[CH2:11]1)[C:3](OC(C)(C)C)=[O:4].[CH3:45][N:46](C)[C:47](Cl)=O>>[CH3:1][N:2]([C@H:10]1[CH2:14][C@H:13]([C:15]2[CH:16]=[CH:17][CH:18]=[CH:19][CH:20]=2)[C@@H:12]([CH2:21][N:22]2[CH2:27][CH2:26][CH:25]([N:28]([C:32]([O:34][CH2:35][C:36]3[CH:37]=[CH:38][C:39]([N+:42]([O-:44])=[O:43])=[CH:40][CH:41]=3)=[O:33])[CH2:29][CH:30]=[CH2:31])[CH2:24][CH2:23]2)[CH2:11]1)[C:3]([N:46]([CH3:47])[CH3:45])=[O:4]. Reported procedure: Using essentially the same procedure as in Example 16, Step A and B but substituting 1-(S)-(N-(methyl)-N-(t-butoxycarbonyl)amino)-3-(S)-((4-(N-(4-nitrobenzyloxycarbonyl)-N-(allyl)amino)piperidin-1-yl)methyl)-4-(S)-phenylcyclopentane from Example 31 in Step A and dimethylcarbamoyl chloride in Step B, the title compound was prepared. Yields the product C(CCCCCCCCCC#CCCCC)O (11-hexadecyn-1-ol). The reactants are C(CCCCCCCCC\C=C/CCCC)O (Cis-11-Hexadecen-1-ol), Polyethylene glycol 300, [OH-].[Na+] (sodium hydroxide), BrBr (bromine), BrBr (bromine). Isolated yield 79.8%. Reported procedure: Cis-11-Hexadecen-1-ol (4.94 g, 20.4 mmoles, Sigma) was placed in a 25 ml 3-neck roundbottom flask equipped with a thermometer, an overhead mechanical stirrer, and a reflux condenser. The contents of the flask were cooled to 15° C. and bromine (3.28 g, 20.4 mmole) was added slowly with stirring at such a rate as to keep the reaction temperature below 30° C. After addition of the bromine, the reaction was stirred at room temperature for 10 minutes. Polyethylene glycol 300 (0.5 g, Fluka) was added ... Conditions: temperature 15 celsius. Reaction SMILES: [CH2:1]([OH:17])[CH2:2][CH2:3][CH2:4][CH2:5][CH2:6][CH2:7][CH2:8][CH2:9][CH2:10]/[CH:11]=[CH:12]\[CH2:13][CH2:14][CH2:15][CH3:16].BrBr.[OH-].[Na+]>>[CH2:1]([OH:17])[CH2:2][CH2:3][CH2:4][CH2:5][CH2:6][CH2:7][CH2:8][CH2:9][CH2:10][C:11]#[C:12][CH2:13][CH2:14][CH2:15][CH3:16] |f:2.3|. The reactants are tetrakis(triphenylphosphine)palladium[0], IC1=NN(C2=CC=C(C=C12)NS(=O)(=O)C1=C(C=CC=C1)S(=O)(=O)C)C(=O)OC(C)(C)C (tert-butyl 3-iodo-5-(2-methylsulfonylbenzenesulfonylamino)indazole-1-carboxylate), C(O)([O-])=O.[Na+] (sodium hydrogencarbonate), B(C1=CC2=CC=CC=C2S1)(O)O (thianaphthene-2-boronic acid), saturated aqueous solution, solid. Run in CN(C=O)C (dimethylformamide). The product is S1C2=C(C=C1C1=NNC3=CC=C(C=C13)NS(=O)(=O)C1=C(C=CC=C1)S(=O)(=O)C)C=CC=C2 (N-(3-benzo[b]thiophen-2-yl-1H-indazol-5-yl)-2-methylsulfonylbenzenesulfonamide). The yield is 35.8%. RXN SMILES: I[C:2]1[C:10]2[C:5](=[CH:6][CH:7]=[C:8]([NH:11][S:12]([C:15]3[CH:20]=[CH:19][CH:18]=[CH:17][C:16]=3[S:21]([CH3:24])(=[O:23])=[O:22])(=[O:14])=[O:13])[CH:9]=2)[N:4](C(OC(C)(C)C)=O)[N:3]=1.B(O)(O)[C:33]1[S:41][C:40]2[C:35](=[CH:36][CH:37]=[CH:38][CH:39]=2)[CH:34]=1.C(=O)([O-])O.[Na+]>CN(C)C=O>[S:41]1[C:33]([C:2]2[C:10]3[C:5](=[CH:6][CH:7]=[C:8]([NH:11][S:12]([C:15]4[CH:20]=[CH:19][CH:18]=[CH:17][C:16]=4[S:21]([CH3:24])(=[O:23])=[O:22])(=[O:13])=[O:14])[CH:9]=3)[NH:4][N:3]=2)=[CH:34][C:35]2[CH:36]=[CH:37][CH:38]=[CH:39][C:40]1=2 |f:2.3|. Procedure: N-(3-Benzo[b]thiophen-2-yl-1H-indazol-5-yl)-2-methylsulfonylbenzenesulfonamide can be obtained as described in Example 59 from 0.5 g of tert-butyl 3-iodo-5-(2-methylsulfonylbenzenesulfonylamino)indazole-1-carboxylate, 300 mg of thianaphthene-2-boronic acid, 20 ml of dimethylformamide, 1.9 ml of a saturated aqueous solution of sodium hydrogencarbonate and 25 mg of tetrakis(triphenylphosphine)palladium[0]. 150 mg of N-(3-benzo[b]thiophen-2-yl-1H-indazol-5-yl)-2-methylsulfonylbenzenesulfonamide are... The reactants are Cl.ClC1=C(C(=CC=C1)Cl)NN (2,6-dichloro-phenylhydrazine hydrochloride). Solvent: [OH-].[Na+] (NaOH), [Cl-].[Na+].O (brine), C([O-])(O)=O.[Na+] (sodium bicarbonate). The product is ClC1=C(C(=CC=C1)Cl)NN (2,6-dichloro-phenylhydrazine). Isolated yield 101.8%. As a reaction SMILES: Cl.[Cl:2][C:3]1[CH:8]=[CH:7][CH:6]=[C:5]([Cl:9])[C:4]=1[NH:10][NH2:11]>[OH-].[Na+].[Cl-].[Na+].O.C(=O)(O)[O-].[Na+]>[Cl:2][C:3]1[CH:8]=[CH:7][CH:6]=[C:5]([Cl:9])[C:4]=1[NH:10][NH2:11] |f:0.1,2.3,4.5.6,7.8|. Reported procedure: A mixture of 2,6-dichloro-phenylhydrazine hydrochloride (11.7 g, 54.8 mmol) in 1 M NaOH (55 mL), brine (200 mL) and saturated sodium bicarbonate (100 mL) was extracted with dichloromethane (3×200 mL). The organic layers were combined, dried (sodium sulfate), filtered and evaporated to give 2,6-dichloro-phenylhydrazine (9.88 g, quantitative).